Task: describe an organic reaction: reactants, conditions, products, and yield. Dataset: the Open Reaction Database (ORD), a public repository of structured organic reaction records Reactants: [H-].[Na+] (Sodium hydride), C1=C(C=CC2=CC=CC=C12)C1(CC(NC1)=O)CCOC1OCCCC1 (4-naphthalen-2-yl-4-[2(tetrahydropyran-2-yloxy)-ethyl]-pyrrolidin-2-one), C(C1=CC=CC=C1)Br (benzyl bromide). Yields the product C(C1=CC=CC=C1)N1C(CC(C1)(CCOC1OCCCC1)C1=CC2=CC=CC=C2C=C1)=O (1-benzyl-4-naphthalen-2-yl-4-[2-(tetrahydro-pyran-2-yloxy)-ethyl]pyrrolidin-2-one). The yield is 113.2%. RXN SMILES: [H-].[Na+].[CH:3]1[C:12]2[C:7](=[CH:8][CH:9]=[CH:10][CH:11]=2)[CH:6]=[CH:5][C:4]=1[C:13]1([CH2:19][CH2:20][O:21][CH:22]2[CH2:27][CH2:26][CH2:25][CH2:24][O:23]2)[CH2:17][NH:16][C:15](=[O:18])[CH2:14]1.[CH2:28](Br)[C:29]1[CH:34]=[CH:33][CH:32]=[CH:31][CH:30]=1>>[CH2:28]([N:16]1[CH2:17][C:13]([C:4]2[CH:5]=[CH:6][C:7]3[C:12](=[CH:11][CH:10]=[CH:9][CH:8]=3)[CH:3]=2)([CH2:19][CH2:20][O:21][CH:22]2[CH2:27][CH2:26][CH2:25][CH2:24][O:23]2)[CH2:14][C:15]1=[O:18])[C:29]1[CH:34]=[CH:33][CH:32]=[CH:31][CH:30]=1 |f:0.1|. Procedure details: Sodium hydride (0.07 g, 2.94 mmol, 1.25 eq.) was added slowly to a solution of 4-naphthalen-2-yl-4-[2(tetrahydropyran-2-yloxy)-ethyl]-pyrrolidin-2-one (003F144) (0.81 g, 2.39 mmol). The solution was treated with benzyl bromide (0.6 mL, 4.9 mmol, 2 eq.) at 20° C. for 7 hours. The solution was partitioned between saturated aqueous ammonium chloride and ethyl acetate. The organic phase was dried over magnesium sulfate, filtered and concentrated in vacuo. The residue was chromatographed on silica ge... The reactants are CCCCCC, CCC=CC1C(C(=O)O)C1(C)C, CN(C)C=O, O=S(Cl)Cl. Product: CCC=CC1C(C(=O)Cl)C1(C)C. RXN SMILES: [CH3:13][CH2:14][CH2:15][CH2:16][CH2:17][CH3:18].[CH3:1][C:2]1([CH3:12])[CH:3]([C:9](=[O:10])[OH:11])[CH:4]1[CH:5]=[CH:6][CH2:7][CH3:8].[CH3:23][N:24]([CH3:25])[CH:26]=[O:27].[S:19]([Cl:20])([Cl:21])=[O:22]>>[CH3:1][C:2]1([CH3:12])[CH:3]([C:9](=[O:10])[Cl:21])[CH:4]1[CH:5]=[CH:6][CH2:7][CH3:8]. Starting materials: [H-].[Al+3].[Li+].[H-].[H-].[H-] (lithium aluminum hydride), ice, aqueous solution, [OH-].[Na+] (sodium hydroxide), Example 1 ( ii ), N1CCCC1 (pyrrolidine), C(C1=CC=CC=C1)OC(=O)N1[C@@H](C[C@H](C1)OC)CC(CC(=O)OCC)=O ((2S,4R)-1-benzyloxycarbonyl-2-(3-ethoxycarbonyl-2-oxopropyl)-4-methoxypyrrolidine). The reagents and catalysts are [OH-].[OH-].[Pd+2] (palladium hydroxide on carbon). Solvent: C(C)(=O)OCC (ethyl acetate), O1CCCC1 (tetrahydrofuran), C(C)O (ethanol). Run at time 2 hour. Yields the product CO[C@@H]1C[C@H]2CC(CCN2C1)=O ((2R,8aS)-2-Methoxy-1,2,3,5,6,7,8,8a-octahydroindolizin-7-one). The yield is 59.1%. Reaction SMILES: N1CCCC1.C(OC([N:16]1[CH2:20][C@H:19]([O:21][CH3:22])[CH2:18][C@H:17]1[CH2:23][C:24](=[O:31])[CH2:25][C:26](OCC)=O)=O)C1C=CC=CC=1.[H-].[Al+3].[Li+].[H-].[H-].[H-].[OH-].[Na+]>C(OCC)(=O)C.[OH-].[OH-].[Pd+2].C(O)C.O1CCCC1>[CH3:22][O:21][C@H:19]1[CH2:20][N:16]2[C@H:17]([CH2:23][C:24](=[O:31])[CH2:25][CH2:26]2)[CH2:18]1 |f:2.3.4.5.6.7,8.9,11.12.13|. Procedure details: 3.79 ml (45.4 mmol) of pyrrolidine, 1.50 g of molecular sieves (MS4A) and 3.75 g of 20% palladium hydroxide on carbon were added to a solution of 15.00 g (41.3 mmol) of (2S,4R)-1-benzyloxycarbonyl-2-(3-ethoxycarbonyl-2-oxopropyl)-4-methoxypyrrolidine [prepared as described in Preparative Example 1 (ii)′ above] in 150 ml of ethyl acetate and the mixture was then stirred for 2 hours at room temperature under a hydrogen atmosphere. At the end of this time, the reaction mixture was filtered and the ...